This data is from the Open Reaction Database (ORD), a public repository of structured organic reaction records. The task is: describe an organic reaction: reactants, conditions, products, and yield Reactants: CCOC(=O)c1cccc(NC(=O)N2CCc3c(cnc4c3cnn4Cc3ccc(OC)cc3)C2)c1, CO, [Na+], [OH-]. Yields the product COc1ccc(Cn2ncc3c4c(cnc32)CN(C(=O)Nc2cccc(C(=O)O)c2)CC4)cc1. As a reaction SMILES: [CH3:1][O:2][c:3]1[cH:4][cH:5][c:6]([CH2:7][n:8]2[n:9][cH:10][c:11]3[c:12]2[n:13][cH:14][c:15]2[c:20]3[CH2:19][CH2:18][N:17]([C:21](=[O:22])[NH:23][c:24]3[cH:25][c:26]([C:27](=[O:28])[O:29][CH2:30][CH3:31])[cH:32][cH:33][cH:34]3)[CH2:16]2)[cH:35][cH:36]1.[CH3:39][OH:40].[Na+:38].[OH-:37]>>[CH3:1][O:2][c:3]1[cH:4][cH:5][c:6]([CH2:7][n:8]2[n:9][cH:10][c:11]3[c:12]2[n:13][cH:14][c:15]2[c:20]3[CH2:19][CH2:18][N:17]([C:21](=[O:22])[NH:23][c:24]3[cH:25][c:26]([C:27](=[O:28])[OH:29])[cH:32][cH:33][cH:34]3)[CH2:16]2)[cH:35][cH:36]1. Reactants: COc1cccc(S)c1, ClCCCl, [Na+], [OH-], O. The product is COc1cccc(SCCCl)c1. RXN SMILES: [CH3:1][O:2][c:3]1[cH:4][c:5]([SH:9])[cH:6][cH:7][cH:8]1.[Cl:13][CH2:14][CH2:15][Cl:16].[Na+:11].[OH-:10].[OH2:12]>>[CH3:1][O:2][c:3]1[cH:4][c:5]([S:9][CH2:15][CH2:14][Cl:13])[cH:6][cH:7][cH:8]1. Reactants: CCCCCC1C(CCC1=O)CC(=O)O (dihydrojasmonic acid), [BH4-].[Na+] (sodium borohydride), [BH4-].[Na+] (NaBH4). Solvent: C(C)O (ethanol). Yields the product OC1[C@@H]([C@H](CC1)CC(=O)O)CCCCC ((+/−)(1R,2R)-3-hydroxy-2-pentylcyclopentaneacetic acid). RXN SMILES: [CH3:1][CH2:2][CH2:3][CH2:4][CH2:5][CH:6]1[C:10](=[O:11])[CH2:9][CH2:8][CH:7]1[CH2:12][C:13]([OH:15])=[O:14].[BH4-].[Na+]>C(O)C>[OH:11][CH:10]1[CH2:9][CH2:8][C@H:7]([CH2:12][C:13]([OH:15])=[O:14])[C@H:6]1[CH2:5][CH2:4][CH2:3][CH2:2][CH3:1] |f:1.2|. Procedure details: This compound was prepared in a way similar to that described in operation 2 of Example 1, by reacting dihydrojasmonic acid with sodium borohydride, NaBH4, in ethanol at 50° C. for 4 hours. Starting materials: C1(CCCCC1)C(O)C=1C(=NN(C1)C1=CC=C(C=C1)C(F)(F)F)CC (cyclohexyl{3-ethyl-1-[4-(trifluoromethyl)phenyl]-1H-pyrazol-4-yl}methanol), NC1=CC=C(C=C1)C(=O)N(CCC(=O)OCC)C (ethyl 3-{[(4-aminophenyl)carbonyl](methyl)amino}propanoate). Product: C1(CCCCC1)C(C=1C(=NN(C1)C1=CC=C(C=C1)C(F)(F)F)CC)NC1=CC=C(C=C1)C(=O)N(CCC(=O)O)C (3-[({4-[(cyclohexyl{3-ethyl-1-[4-(trifluoromethyl)phenyl]-1H-pyrazol-4-yl}methyl)amino]phenyl}carbonyl)(methyl)amino]propanoic acid). Isolated yield 6.0%. Reaction SMILES: [CH:1]1([CH:7]([C:9]2[C:10]([CH2:24][CH3:25])=[N:11][N:12]([C:14]3[CH:19]=[CH:18][C:17]([C:20]([F:23])([F:22])[F:21])=[CH:16][CH:15]=3)[CH:13]=2)O)[CH2:6][CH2:5][CH2:4][CH2:3][CH2:2]1.[NH2:26][C:27]1[CH:32]=[CH:31][C:30]([C:33]([N:35]([CH3:43])[CH2:36][CH2:37][C:38]([O:40]CC)=[O:39])=[O:34])=[CH:29][CH:28]=1>>[CH:1]1([CH:7]([NH:26][C:27]2[CH:28]=[CH:29][C:30]([C:33]([N:35]([CH3:43])[CH2:36][CH2:37][C:38]([OH:40])=[O:39])=[O:34])=[CH:31][CH:32]=2)[C:9]2[C:10]([CH2:24][CH3:25])=[N:11][N:12]([C:14]3[CH:19]=[CH:18][C:17]([C:20]([F:23])([F:22])[F:21])=[CH:16][CH:15]=3)[CH:13]=2)[CH2:6][CH2:5][CH2:4][CH2:3][CH2:2]1. Reported procedure: Using cyclohexyl{3-ethyl-1-[4-(trifluoromethyl)phenyl]-1H-pyrazol-4-yl}methanol (0.90 g) synthesized in Example 39(4) and ethyl 3-{[(4-aminophenyl)carbonyl](methyl)amino}propanoate (0.75 g) synthesized in Example 2(2) and in the same manner as in Example 1(7), the title object compound (85 mg, 6%) was obtained as a white solid. Starting materials: [K+].[Br-] (KBr), NC1=CC(=CC=2N3C(=NC21)CCC3)C (5-Amino-7-methyl-2,3-dihydro-1H-pyrrolo[1,2-a] benzimidazole), O (water), P(=O)([O-])([O-])[O-].[K+].[K+].[K+] (potassium phosphate), [O]N(S(=O)([O-])=O)S(=O)([O-])=O.[K+].[K+] (Fremy's salt), P(=O)([O-])([O-])[O-].[K+].[K+].[K+] (potassium phosphate), O (water). Solvent: C(Cl)(Cl)Cl.CO (methanol chloroform). Run at time 2 hour. Yields the product CC1=CC(C2=C(N3C(=N2)CCC3)C1=O)=O (7-Methyl-2,3-dihydro-1H-pyrrolo[1,2-a] benzimidazole-5,8-dione). Reaction SMILES: N[C:2]1[C:10]2[N:9]=[C:8]3[CH2:11][CH2:12][CH2:13][N:7]3[C:6]=2[CH:5]=[C:4]([CH3:14])[CH:3]=1.P([O-])([O-])([O-])=[O:16].[K+].[K+].[K+].[O]N(S(=O)([O-])=O)S(=O)([O-])=O.[K+].[K+].[K+].[Br-].[OH2:37]>C(Cl)(Cl)Cl.CO>[CH3:14][C:4]1[C:5](=[O:37])[C:6]2[N:7]3[CH2:13][CH2:12][CH2:11][C:8]3=[N:9][C:10]=2[C:2](=[O:16])[CH:3]=1 |f:1.2.3.4,5.6.7,8.9,11.12,^1:22|. Reported procedure: To a suspension of 218 mg (0.83 mmol) of 25 in 10 mL of water, containing 200 mg of monobasic potassium phosphate, was added a solution of 1.34 g of Fremy's salt in 50 mL of water containing 500 mg of monobasic potassium phosphate. The reaction mixture was stirred at room temperature for 2 hours and extracted with 3×50 mL portions of chloroform. The dried extracts (sodium sulfate) were concentrated and then chromatographed over silica gel, employing chloroform as the eluant, to afford yellow-col... The reactants are C(C1=CC=CC=C1)Cl (benzyl chloride), N1=C(C=CC=C1)C=1NC2=C(N1)C=CC=C2 (2-(2-pyridyl)benzimidazole), C([O-])([O-])=O.[K+].[K+] (potassium carbonate), C(C1=CC=CC=C1)Cl (benzyl chloride). Solvent: CN(C=O)C (N,N-dimethylformamide). The product is C(C1=CC=CC=C1)N1C(=NC2=C1C=CC=C2)C2=NC=CC=C2 (1-Benzyl-2-pyridin-2-yl-1H-benzimidazole). The yield is 82.1%. RXN SMILES: [N:1]1[CH:6]=[CH:5][CH:4]=[CH:3][C:2]=1[C:7]1[NH:8][C:9]2[CH:15]=[CH:14][CH:13]=[CH:12][C:10]=2[N:11]=1.C(=O)([O-])[O-].[K+].[K+].[CH2:22](Cl)[C:23]1[CH:28]=[CH:27][CH:26]=[CH:25][CH:24]=1>CN(C)C=O>[CH2:22]([N:11]1[C:10]2[CH:12]=[CH:13][CH:14]=[CH:15][C:9]=2[N:8]=[C:7]1[C:2]1[CH:3]=[CH:4][CH:5]=[CH:6][N:1]=1)[C:23]1[CH:28]=[CH:27][CH:26]=[CH:25][CH:24]=1 |f:1.2.3|. Procedure: To a flask were added 2.0 g 2-(2-pyridyl)benzimidazole, 1.8 g potassium carbonate, 30 ml N,N-dimethylformamide and the mixture was stirred under nitrogen at 10 C. 1.5 g benzyl chloride were added and the mixture allowed to warm to 22 C and stirred for 3 hours. Another 0.3 g benzyl chloride was added and the reaction was stirred at 22 C for another 16 hours. The reaction was quenched with 40 ml water and the product was filtered and washed with water. The product was dissolved in 10 ml ethanol an...